Dataset: the Open Reaction Database (ORD), a public repository of structured organic reaction records. Task: describe an organic reaction: reactants, conditions, products, and yield Starting materials: CCN(C(C)C)C(C)C, O=S(=O)(Cl)CCCCl, ClCCl, NCc1nonc1-c1noc(=O)n1-c1ccc(F)c(Cl)c1. The product is O=c1onc(-c2nonc2CNS(=O)(=O)CCCCl)n1-c1ccc(F)c(Cl)c1. Reaction SMILES: [CH:22]([N:23]([CH2:24][CH3:25])[CH:26]([CH3:27])[CH3:28])([CH3:29])[CH3:30].[Cl:31][CH2:32][CH2:33][CH2:34][S:35](=[O:36])(=[O:37])[Cl:38].[Cl:39][CH2:40][Cl:41].[NH2:1][CH2:2][c:3]1[c:4](-[c:8]2[n:9][o:10][c:11](=[O:21])[n:12]2-[c:13]2[cH:14][c:15]([Cl:20])[c:16]([F:19])[cH:17][cH:18]2)[n:5][o:6][n:7]1>>[NH:1]([CH2:2][c:3]1[c:4](-[c:8]2[n:9][o:10][c:11](=[O:21])[n:12]2-[c:13]2[cH:14][c:15]([Cl:20])[c:16]([F:19])[cH:17][cH:18]2)[n:5][o:6][n:7]1)[S:35]([CH2:34][CH2:33][CH2:32][Cl:31])(=[O:36])=[O:37]. Starting materials: CCCNc1cc(C(F)(F)F)ccc1C=CC(=O)O, Cl, CS(=O)(=O)Nc1c(F)cc(CN)cc1C#N. Product: CCCNc1cc(C(F)(F)F)ccc1C=CC(=O)NCc1cc(F)c(NS(C)(=O)=O)c(C#N)c1. Reaction SMILES: [CH2:18]([CH2:19][CH3:20])[NH:21][c:22]1[c:23]([CH:32]=[CH:33][C:34](=[O:35])[OH:36])[cH:24][cH:25][c:26]([C:28]([F:29])([F:30])[F:31])[cH:27]1.[ClH:17].[NH2:1][CH2:2][c:3]1[cH:4][c:5]([F:16])[c:6]([NH:11][S:12](=[O:13])(=[O:14])[CH3:15])[c:7]([C:9]#[N:10])[cH:8]1>>[NH:1]([CH2:2][c:3]1[cH:4][c:5]([F:16])[c:6]([NH:11][S:12](=[O:13])(=[O:14])[CH3:15])[c:7]([C:9]#[N:10])[cH:8]1)[C:34]([CH:33]=[CH:32][c:23]1[c:22]([NH:21][CH2:18][CH2:19][CH3:20])[cH:27][c:26]([C:28]([F:29])([F:30])[F:31])[cH:25][cH:24]1)=[O:35].